Dataset: the Open Reaction Database (ORD), a public repository of structured organic reaction records. Task: describe an organic reaction: reactants, conditions, products, and yield Reactants: Cn1cc(-c2ccc(C(=O)O)cc2)cn1, CCN=C=NCCCN(C)C, CCN(C(C)C)C(C)C, O=C(O)C(F)(F)F, NCC(=O)N1CCN(C(=O)c2ccccc2C(F)(F)F)CC1, CN(C)C=O, O, On1nnc2ccccc21. Yields the product Cn1cc(-c2ccc(C(=O)NCC(=O)N3CCN(C(=O)c4ccccc4C(F)(F)F)CC3)cc2)cn1. RXN SMILES: [CH3:10][n:11]1[n:12][cH:13][c:14](-[c:16]2[cH:17][cH:18][c:19]([C:20](=[O:21])[OH:22])[cH:23][cH:24]2)[cH:15]1.[CH3:35][CH2:36][N:37]=[C:38]=[N:39][CH2:40][CH2:41][CH2:42][N:43]([CH3:44])[CH3:45].[CH:1]([N:2]([CH2:3][CH3:4])[CH:5]([CH3:6])[CH3:7])([CH3:8])[CH3:9].[F:46][C:47]([F:48])([F:49])[C:50]([OH:51])=[O:52].[NH2:53][CH2:54][C:55](=[O:56])[N:57]1[CH2:58][CH2:59][N:60]([C:63]([c:64]2[c:65]([C:70]([F:71])([F:72])[F:73])[cH:66][cH:67][cH:68][cH:69]2)=[O:74])[CH2:61][CH2:62]1.[O:75]=[CH:76][N:77]([CH3:78])[CH3:79].[OH2:80].[OH:25][n:26]1[c:27]2[c:28]([cH:29][cH:30][cH:31][cH:32]2)[n:33][n:34]1>>[CH3:10][n:11]1[n:12][cH:13][c:14](-[c:16]2[cH:17][cH:18][c:19]([C:20](=[O:22])[NH:53][CH2:54][C:55](=[O:56])[N:57]3[CH2:58][CH2:59][N:60]([C:63]([c:64]4[c:65]([C:70]([F:71])([F:72])[F:73])[cH:66][cH:67][cH:68][cH:69]4)=[O:74])[CH2:61][CH2:62]3)[cH:23][cH:24]2)[cH:15]1. Reactants: C(C)OC=1C=C(C=CC1C(F)(F)F)C1=NC=2N(C(=C1)C(F)(F)F)N=CC2C(=O)O (5-(3-ethoxy-4-trifluoromethyl-phenyl)-7-trifluoromethyl-pyrazolo[1,5-a]pyrimidine-3-carboxylic acid), CS(=O)(=O)C=1C=C(C=CC1)N (3-methanesulfonyl-phenylamine), Cl (hydrochloride). The product is CS(=O)(=O)C=1C=C(C=CC1)NC(=O)C=1C=NN2C1N=C(C=C2C(F)(F)F)C2=CC(=C(C=C2)C(F)(F)F)OCC (5-(3-Ethoxy-4-trifluoromethyl-phenyl)-7-trifluoromethyl-pyrazolo[1,5-a]pyrimidine-3-carboxylic acid(3-methanesulfonyl-phenyl)-amide). RXN SMILES: [CH2:1]([O:3][C:4]1[CH:5]=[C:6]([C:14]2[CH:19]=[C:18]([C:20]([F:23])([F:22])[F:21])[N:17]3[N:24]=[CH:25][C:26]([C:27]([OH:29])=O)=[C:16]3[N:15]=2)[CH:7]=[CH:8][C:9]=1[C:10]([F:13])([F:12])[F:11])[CH3:2].[CH3:30][S:31]([C:34]1[CH:35]=[C:36]([NH2:40])[CH:37]=[CH:38][CH:39]=1)(=[O:33])=[O:32].Cl>>[CH3:30][S:31]([C:34]1[CH:35]=[C:36]([NH:40][C:27]([C:26]2[CH:25]=[N:24][N:17]3[C:18]([C:20]([F:22])([F:23])[F:21])=[CH:19][C:14]([C:6]4[CH:7]=[CH:8][C:9]([C:10]([F:11])([F:13])[F:12])=[C:4]([O:3][CH2:1][CH3:2])[CH:5]=4)=[N:15][C:16]=23)=[O:29])[CH:37]=[CH:38][CH:39]=1)(=[O:32])=[O:33]. Reported procedure: The title compound was prepared from 5-(3-ethoxy-4-trifluoromethyl-phenyl)-7-trifluoromethyl-pyrazolo[1,5-a]pyrimidine-3-carboxylic acid (example C.11) and 3-methanesulfonyl-phenylamine [commercially available as hydrochloride] according to general procedure II. Yellow solid. MS (ISP) 573.2 [(M+H)+]; mp 215° C.